Dataset: the Open Reaction Database (ORD), a public repository of structured organic reaction records. Task: describe an organic reaction: reactants, conditions, products, and yield Starting materials: Cl.CC1(CC1)N (1-methylcyclopropanamine hydrochloride), CCN(C(C)C)C(C)C (DIEA), BrC=1C(=NC(=NC1)Cl)SC (5-bromo-2-chloro-4-(methylthio)pyrimidine). Solvent: C(C)O (ethanol). Reaction conditions: temperature 90 celsius, time 16 hour. The product is BrC=1C(=NC(=NC1)NC1(CC1)C)SC (5-bromo-N-(1-methylcyclopropyl)-4-(methylthio)pyrimidin-2-amine). The yield is 58.0%. Reaction SMILES: [Br:1][C:2]1[C:3]([S:9][CH3:10])=[N:4][C:5](Cl)=[N:6][CH:7]=1.Cl.[CH3:12][C:13]1([NH2:16])[CH2:15][CH2:14]1.CCN(C(C)C)C(C)C>C(O)C>[Br:1][C:2]1[C:3]([S:9][CH3:10])=[N:4][C:5]([NH:16][C:13]2([CH3:12])[CH2:15][CH2:14]2)=[N:6][CH:7]=1 |f:1.2|. Procedure details: To a stirring suspension of 5-bromo-2-chloro-4-(methylthio)pyrimidine (1.0 g, 4.18 mmol) in ethanol (6.0 mL) was added 1-methylcyclopropanamine hydrochloride (0.674 g, 6.26 mmol) and DIEA (2.188 mL, 12.53 mmol). The mixture was stirred at 90° C. for 16 h. Upon completion of the reaction as indicated by LCMS and TLC the reaction mixture was concentrated and purified by silica gel chromatography using a gradient of 0%-20% ethyl acetate in hexanes. The product fractions were combined and concentrat... Starting materials: C1(\C=C/C(=O)O1)=O (maleic anhydride), O (water). The product is C1(\C=C/C(=O)O1)=O (maleic anhydride), C(\C=C/C(=O)O)(=O)O (maleic acid), C(\C=C\C(=O)O)(=O)O (fumaric acid). Reaction SMILES: [C:1]1(=[O:7])[O:6][C:4](=[O:5])[CH:3]=[CH:2]1.[OH2:8]>>[C:4]1(=[O:5])[O:6][C:1](=[O:7])[CH:2]=[CH:3]1.[C:1]([OH:6])(=[O:7])/[CH:2]=[CH:3]\[C:4]([OH:8])=[O:5].[C:1]([OH:6])(=[O:7])/[CH:2]=[CH:3]/[C:4]([OH:8])=[O:5]. Reported procedure: In a process for stripping low-boiling impurities from crude maleic anhydride produced by the vapor phase oxidation of a hydrocarbon feedstock; the improvement which comprises, passing the lights stripper overhead vapor containing, by volume, about 1 to 30 percent maleic anhydride and about 10 to 70 percent water, through a condenser system maintained at a temperature in the range of from about 25° C. to 40° C. at less than about 50 millimeters of mercury pressure thereby to obtain solid maleic ... Starting materials: C1(CC1)CO (cyclopropylmethanol), C=C1CC(=O)O1 (diketene). Reagents/catalysts: [H-].[Na+] (sodium hydride). Product: C(CC(=O)C)(=O)OCC1CC1 (cyclopropylmethyl acetoacetate). Yield: 92.8%. Reaction SMILES: [CH:1]1([CH2:4][OH:5])[CH2:3][CH2:2]1.[CH2:6]=[C:7]1[O:11][C:9](=[O:10])[CH2:8]1>[H-].[Na+]>[C:9]([O:5][CH2:4][CH:1]1[CH2:3][CH2:2]1)(=[O:10])[CH2:8][C:7]([CH3:6])=[O:11] |f:2.3|. Procedure details: 0.1 g of sodium hydride (50%) was added to 25 g of cyclopropylmethanol and then 29 g of diketene was added dropwise thereto at a temperature of 50° to 60° C. with stirring. After completion of the addition, the mixture was heated at that temperature for 1 hour. The resulting oil was distilled under reduced pressure to obtain 50 g (93% yield) of cyclopropylmethyl acetoacetate as a colorless oil having a boiling point of 78° C. (4 mmHg). Starting materials: [Li]CCCC, CCCCCC, C#CCOCC1=C(C(=O)OCC)C(c2cccc(Cl)c2Cl)C(C(=O)OC)=C(C)N1, O=C=O, C1CCOC1. Product: CCOC(=O)C1=C(COCC#CC(=O)O)NC(C)=C(C(=O)OC)C1c1cccc(Cl)c1Cl. As a reaction SMILES: [CH2:1]([Li:2])[CH2:3][CH2:4][CH3:5].[CH3:38][CH2:39][CH2:40][CH2:41][CH2:42][CH3:43].[Cl:6][c:7]1[c:8]([CH:14]2[C:15]([C:30](=[O:31])[O:32][CH2:33][CH3:34])=[C:16]([CH2:25][O:26][CH2:27][C:28]#[CH:29])[NH:17][C:18]([CH3:24])=[C:19]2[C:20](=[O:21])[O:22][CH3:23])[cH:9][cH:10][cH:11][c:12]1[Cl:13].[O:35]=[C:36]=[O:37].[O:44]1[CH2:45][CH2:46][CH2:47][CH2:48]1>>[Cl:6][c:7]1[c:8]([CH:14]2[C:15]([C:30](=[O:31])[O:32][CH2:33][CH3:34])=[C:16]([CH2:25][O:26][CH2:27][C:28]#[C:29][C:36](=[O:35])[OH:37])[NH:17][C:18]([CH3:24])=[C:19]2[C:20](=[O:21])[O:22][CH3:23])[cH:9][cH:10][cH:11][c:12]1[Cl:13]. The reactants are OC1[C@H](O)[C@@H](O)[C@H](O)[C@H](O1)C(O)=O.N[C@@H]([C@@H](C)CC)C(=O)N[C@@H](CC1=CC=CC=C1)C(=O)OCC1=CC=CC=C1 (GlcA Ile-Phe-OBzl). The reagents and catalysts are [Pd] (palladium). The solvent is CN(C)C=O.O (DMF water). Run at time 5 hour. The product is OC1[C@H](O)[C@@H](O)[C@H](O)[C@H](O1)C(O)=O.N[C@@H]([C@@H](C)CC)C(=O)N[C@@H](CC1=CC=CC=C1)C(=O)O (GlcA Ile-Phe-OH). Isolated yield 98.0%. As a reaction SMILES: [OH:1][CH:2]1[O:10][C@H:9]([C:11](=[O:13])[OH:12])[C@@H:7]([OH:8])[C@H:5]([OH:6])[C@H:3]1[OH:4].[NH2:14][C@H:15]([C:20]([NH:22][C@H:23]([C:31]([O:33]CC1C=CC=CC=1)=[O:32])[CH2:24][C:25]1[CH:30]=[CH:29][CH:28]=[CH:27][CH:26]=1)=[O:21])[C@H:16]([CH2:18][CH3:19])[CH3:17]>CN(C=O)C.O.[Pd]>[OH:1][CH:2]1[O:10][C@H:9]([C:11](=[O:12])[OH:13])[C@@H:7]([OH:8])[C@H:5]([OH:6])[C@H:3]1[OH:4].[NH2:14][C@H:15]([C:20]([NH:22][C@H:23]([C:31]([OH:33])=[O:32])[CH2:24][C:25]1[CH:30]=[CH:29][CH:28]=[CH:27][CH:26]=1)=[O:21])[C@H:16]([CH2:18][CH3:19])[CH3:17] |f:0.1,2.3,5.6|. Procedure: GlcA-Ile-Phe-OBzl (1.04 g, 1.9 mmol) was hydrogenolyzed in presence of palladium/activated charcoal (10% Pd) (200 mg) in DMF-water (9:1, v/v) solution for 5 h. After removal of the catalyst by filtration the solution was evaporated to dryness and the product was recovered by lyophilization from water with 98% yield (0.85 g); mp 173°-174° C.; [α]54625 =+3,36 (c=1, MeOH); Rf(A) =0.15. The reactants are C1(CCCCC1)COC=1C=CC2=C(C=C(CCC2)C(=O)OC)C1 (methyl 2-cyclohexylmethyloxy-6,7-dihydro-5H-benzocycloheptene-8-carboxylate), Cl (hydrochloric acid), aqueous solution, [OH-].[Na+] (sodium hydroxide). Run in CO (methanol), C1CCOC1 (THF). Run at temperature 50 celsius, time 6 hour. The product is C1(CCCCC1)COC=1C=CC2=C(C=C(CCC2)C(=O)O)C1 (2-cyclohexylmethyloxy-6,7-dihydro-5H-benzocycloheptene-8-carboxylic acid). The yield is 95.6%. Reaction SMILES: [CH:1]1([CH2:7][O:8][C:9]2[CH:10]=[CH:11][C:12]3[CH2:18][CH2:17][CH2:16][C:15]([C:19]([O:21]C)=[O:20])=[CH:14][C:13]=3[CH:23]=2)[CH2:6][CH2:5][CH2:4][CH2:3][CH2:2]1.[OH-].[Na+].Cl>CO.C1COCC1>[CH:1]1([CH2:7][O:8][C:9]2[CH:10]=[CH:11][C:12]3[CH2:18][CH2:17][CH2:16][C:15]([C:19]([OH:21])=[O:20])=[CH:14][C:13]=3[CH:23]=2)[CH2:6][CH2:5][CH2:4][CH2:3][CH2:2]1 |f:1.2|. Procedure: To methyl 2-cyclohexylmethyloxy-6,7-dihydro-5H-benzocycloheptene-8-carboxylate (425 mg, 1.35 mmol) dissolved in a mixed solvent of methanol (5 ml) and THF (5 ml) was added a 1N aqueous solution of sodium hydroxide (4 ml), and the resulting mixture was stirred at 50° C. for 6 hours. The reaction mixture was mixed with 1 N hydrochloric acid (4 ml) at 0° C., was concentrated under reduced pressure and was mixed with water, and an insoluble material was collected by filtration. The insoluble materia... Reactants: C(#N)C(C(C)=O)[Na] ((1-cyano-2-oxopropyl)sodium), BrCC1=C(C(=CC=C1)Cl)Cl (1-(bromomethyl)-2,3-dichlorobenzene). Solvent: [Cl-].[NH4+] (ammonium chloride), CN(C)C=O (DMF). Conditions: temperature 0 celsius, time 2 hour. Product: ClC1=C(CC(C#N)C(C)=O)C=CC=C1Cl (2-(2,3-dichlorobenzyl)-3-oxobutanenitrile). The yield is 106.3%. RXN SMILES: [C:1]([CH:3]([Na])[C:4](=[O:6])[CH3:5])#[N:2].Br[CH2:9][C:10]1[CH:15]=[CH:14][CH:13]=[C:12]([Cl:16])[C:11]=1[Cl:17]>CN(C=O)C.[Cl-].[NH4+]>[Cl:17][C:11]1[C:12]([Cl:16])=[CH:13][CH:14]=[CH:15][C:10]=1[CH2:9][CH:3]([C:4](=[O:6])[CH3:5])[C:1]#[N:2] |f:3.4|. Procedure details: To a solution of (1-cyano-2-oxopropyl)sodium (1.28 g, 12.16 mmol) in DMF (80 mL) was added 1-(bromomethyl)-2,3-dichlorobenzene (2.043 g, 8.51 mmol) dropwise over a period of 30 min at 0° C. The mixture was stirred at 0° C. for 1 h and at room temperature for 2 h. Then this solution was diluted with saturated aq. ammonium chloride solution. The resulting solution was extracted with ethyl acetate (80 mL×3). The combined organic layers were washed with water and brine, dried over sodium sulphate, c... Starting materials: CO, [Na+], [OH-], COC(=O)c1ccc(SC(Cn2ccnc2)c2cccs2)cc1. Yields the product [Na+], O=C([O-])c1ccc(SC(Cn2ccnc2)c2cccs2)cc1. RXN SMILES: [CH3:26][OH:27].[Na+:25].[OH-:24].[s:1]1[c:2]([CH:6]([CH2:7][n:8]2[cH:9][n:10][cH:11][cH:12]2)[S:13][c:14]2[cH:15][cH:16][c:17]([C:18](=[O:19])[O:20][CH3:21])[cH:22][cH:23]2)[cH:3][cH:4][cH:5]1>>[Na+:25].[s:1]1[c:2]([CH:6]([CH2:7][n:8]2[cH:9][n:10][cH:11][cH:12]2)[S:13][c:14]2[cH:15][cH:16][c:17]([C:18](=[O:19])[O-:20])[cH:22][cH:23]2)[cH:3][cH:4][cH:5]1.